Dataset: the Open Reaction Database (ORD), a public repository of structured organic reaction records. Task: describe an organic reaction: reactants, conditions, products, and yield Starting materials: I[C@@H]1CC2=CC[C@H]3[C@@H]4CCC([C@@]4(C)CC[C@@H]3[C@]2(CC1)C)=O (3β-iodoandrost-5-en-17-one), C(CO)O (ethylene glycol), C1(=CC=C(C=C1)S(=O)(=O)O)C (p-toluene sulfonic acid). The solvent is C1=CC=CC=C1 (benzene). Product: C1COC2([C@]3(C)[C@@H](CC2)[C@@H]2CC=C4C[C@H](CC[C@]4(C)[C@H]2CC3)I)O1 (3β-iodoandrost-5-en-17-one-17-ethyleneketal). Yield: 87.3%. RXN SMILES: [I:1][C@H:2]1[CH2:19][CH2:18][C@@:17]2([CH3:20])[C:4](=[CH:5][CH2:6][C@@H:7]3[C@@H:16]2[CH2:15][CH2:14][C@@:12]2([CH3:13])[C@H:8]3[CH2:9][CH2:10][C:11]2=[O:21])[CH2:3]1.[CH2:22](O)[CH2:23][OH:24].C1(C)C=CC(S(O)(=O)=O)=CC=1>C1C=CC=CC=1>[CH2:23]1[O:24][C:11]2([CH2:10][CH2:9][C@H:8]3[C@H:7]4[C@H:16]([CH2:15][CH2:14][C@:12]23[CH3:13])[C@:17]2([CH3:20])[C:4]([CH2:3][C@@H:2]([I:1])[CH2:19][CH2:18]2)=[CH:5][CH2:6]4)[O:21][CH2:22]1. Procedure details: More specifically, 3β-iodoandrost-5-en-17-one (11) (11.83 g, 29.7 mmol), ethylene glycol (20 ml) and p-toluene sulfonic acid (200 mg) in benzene (250 ml) were refluxed under a Dean-Stark trap for 72 hrs. The solution was washed with saturated sodium bicarbonate, water, then dried over magnesium sulfate. Evaporation and recrystallization from ether afforded 11.5 g (87.3%) of 3β-iodoandrost-5-en-17-one-17-ethyleneketal (12): mp 140°-141° C., IR (KBr): 3010, 2940, 1470, 1425, 1375 cm-1 ; 1H NMR (CD...